This data is from the Open Reaction Database (ORD), a public repository of structured organic reaction records. The task is: describe an organic reaction: reactants, conditions, products, and yield The reactants are [Al+3], CCOC(C)=O, [Cl-], [Cl-], [Cl-], Cl, COc1cc(C=O)cc([N+](=O)[O-])c1O, c1ccncc1. Product: O=Cc1cc(O)c(O)c([N+](=O)[O-])c1. As a reaction SMILES: [Al+3:16].[CH3:26][CH2:27][O:28][C:29]([CH3:30])=[O:31].[Cl-:15].[Cl-:17].[Cl-:18].[ClH:25].[OH:1][c:2]1[c:3]([O:13][CH3:14])[cH:4][c:5]([CH:6]=[O:7])[cH:8][c:9]1[N+:10](=[O:11])[O-:12].[cH:19]1[cH:20][cH:21][n:22][cH:23][cH:24]1>>[OH:1][c:2]1[c:3]([OH:13])[cH:4][c:5]([CH:6]=[O:7])[cH:8][c:9]1[N+:10](=[O:11])[O-:12]. Starting materials: O1[C@@](COC2=CC=C(C=C2)N2CCC(CC2)OC2=CC=C(C=C2)OC(F)(F)F)(C1)C ((R)-1-[4-(2,3-epoxy-2-methylpropoxy)phenyl]-4-[4-(trifluoromethoxy)phenoxy]piperidine), ClC=1NC=C(N1)[N+](=O)[O-] (2-chloro-4-nitroimidazole), C(C)(=O)[O-].[Na+] (sodium acetate), C(C)(=O)OC(C)(C)C (t-butyl acetate), [OH-].[Na+] (sodium hydroxide). Run in CO (Methanol), C(C)(=O)OCC (ethyl acetate), O (Water). Run at temperature 100 celsius, time 3.5 hour. Product: C[C@@]1(CN2C(O1)=NC(=C2)[N+](=O)[O-])COC2=CC=C(C=C2)N2CCC(CC2)OC2=CC=C(C=C2)OC(F)(F)F ((R)-2-methyl-6-nitro-2-{4-[4-(4-trifluoromethoxyphenoxy)piperidin-1-yl]phenoxymethyl}-2,3-dihydroimidazo[2,1-b]oxazole). The yield is 73.7%. As a reaction SMILES: [O:1]1[CH2:29][C@:2]1([CH3:30])[CH2:3][O:4][C:5]1[CH:10]=[CH:9][C:8]([N:11]2[CH2:16][CH2:15][CH:14]([O:17][C:18]3[CH:23]=[CH:22][C:21]([O:24][C:25]([F:28])([F:27])[F:26])=[CH:20][CH:19]=3)[CH2:13][CH2:12]2)=[CH:7][CH:6]=1.Cl[C:32]1[NH:33][CH:34]=[C:35]([N+:37]([O-:39])=[O:38])[N:36]=1.C([O-])(=O)C.[Na+].C(OC(C)(C)C)(=O)C.[OH-].[Na+]>C(OCC)(=O)C.O.CO>[CH3:30][C@@:2]1([CH2:3][O:4][C:5]2[CH:6]=[CH:7][C:8]([N:11]3[CH2:16][CH2:15][CH:14]([O:17][C:18]4[CH:19]=[CH:20][C:21]([O:24][C:25]([F:26])([F:28])[F:27])=[CH:22][CH:23]=4)[CH2:13][CH2:12]3)=[CH:9][CH:10]=2)[O:1][C:32]2=[N:36][C:35]([N+:37]([O-:39])=[O:38])=[CH:34][N:33]2[CH2:29]1 |f:2.3,5.6|. Procedure details: (R)-1-[4-(2,3-epoxy-2-methylpropoxy)phenyl]-4-[4-(trifluoromethoxy)phenoxy]piperidine (10.0 g, 23.6 mmol, optical purity of 94.3% ee), 2-chloro-4-nitroimidazole (4.0 g, 27.2 mmol), sodium acetate (0.4 g, 4.9 mmol), and t-butyl acetate (10 ml) were mixed and stirred at 100° C. for 3.5 hours. Methanol (70 ml) was added to the reaction mixture, and then a 25% sodium hydroxide aqueous solution (6.3 g, 39.4 mmol) was added thereto dropwise while cooling with ice. The resulting mixture was stirred at ... Starting materials: C(#N)C=1C=C2C=CC(=NC2=CC1)N1CC(CC1)NC(C(C)(C)C)=O (N-[1-(6-cyanoquinolin-2-yl)pyrrolidin-3-yl]-2,2-dimethylpropanamide), Cl.ON (hydroxyl amine hydrochloride), C([O-])([O-])=O.[Na+].[Na+] (sodium carbonate). Run in O (water), C(C)O (ethanol), ClCCl (dichloromethane). Conditions: temperature 90 celsius. The product is ONC(C=1C=C2C=CC(=NC2=CC1)N1CC(CC1)NC(C(C)(C)C)=O)=N (N-(1-{6-[(Hydroxyamino)(imino)methyl]quinolin-2-yl}pyrrolidin-3-yl)-2,2-dimethylpropanamide). As a reaction SMILES: [C:1]([C:3]1[CH:4]=[C:5]2[C:10](=[CH:11][CH:12]=1)[N:9]=[C:8]([N:13]1[CH2:17][CH2:16][CH:15]([NH:18][C:19](=[O:24])[C:20]([CH3:23])([CH3:22])[CH3:21])[CH2:14]1)[CH:7]=[CH:6]2)#[N:2].Cl.[OH:26][NH2:27].C(=O)([O-])[O-].[Na+].[Na+]>O.C(O)C.ClCCl>[OH:26][NH:27][C:1](=[NH:2])[C:3]1[CH:4]=[C:5]2[C:10](=[CH:11][CH:12]=1)[N:9]=[C:8]([N:13]1[CH2:17][CH2:16][CH:15]([NH:18][C:19](=[O:24])[C:20]([CH3:21])([CH3:22])[CH3:23])[CH2:14]1)[CH:7]=[CH:6]2 |f:1.2,3.4.5|. Reported procedure: A mixture of the product of Step D (60 mg; 0.1863 mmol), hydroxyl amine hydrochloride (3 eq.), sodium carbonate (4 eq.) in 1.5 mL water and 2.5 mL ethanol was heated to 90° C. for 6 h. The mixture was diluted with dichloromethane, washed twice with brine, dried over sodium sulfate, filtered through a fritted funnel and the volatiles were removed under vacuum. This provided the product, MS: m/z 356, which was used in the next step without further purification. Starting materials: C(C)S(=O)(=O)N1C(NCC1)=O (N-ethanesulphonyl-imidazolidin-2-one), C(=O)(Cl)Cl (phosgene), N1=CC=CC=C1 (pyridine). Run in ClCCl (dichloromethane). Reaction conditions: time 8 hour. The product is C(C)S(=O)(=O)N1C(N(CC1)C(=O)Cl)=O (3-Ethanesulphonyl-imidazolidin-2-on-1-carbonyl chloride). RXN SMILES: [CH2:1]([S:3]([N:6]1[CH2:10][CH2:9][NH:8][C:7]1=[O:11])(=[O:5])=[O:4])[CH3:2].[C:12](Cl)([Cl:14])=[O:13].N1C=CC=CC=1>ClCCl>[CH2:1]([S:3]([N:6]1[CH2:10][CH2:9][N:8]([C:12]([Cl:14])=[O:13])[C:7]1=[O:11])(=[O:5])=[O:4])[CH3:2]. Reported procedure: The N-ethanesulphonyl-imidazolidin-2-one was then suspended in dichloromethane, a large excess of phosgene was introduced at 0° C, a little pyridine was added and the mixture was left to stand overnight. The excess phosgene was then largely removed by passing in dry air and the product (3-ethanesulphonyl-imidazolidin-2-on-1-carbonyl chloride) was suspended in dichloromethane and filtered off. Reaction SMILES: C([O:3][CH:4]=[C:5]([C:11]([O:13][CH2:14][CH3:15])=[O:12])[C:6](OCC)=O)C.C(O)(=O)C.[CH:20]([NH2:22])=[NH:21]>C(O)C.C(OCC)(=O)C.Cl>[NH:22]1[C:4](=[O:3])[C:5]([C:11]([O:13][CH2:14][CH3:15])=[O:12])=[CH:6][N:21]=[CH:20]1 |f:1.2|. Product: N1C=NC=C(C1=O)C(=O)OCC (Ethyl Pyrimidin-6(1H)-one-5-carboxylate). Starting materials: C(C)OC=C(C(=O)OCC)C(=O)OCC (Diethyl ethoxymethylenemalonate), C(C)(=O)O.C(=N)N (formamidine acetate). The solvent is C(C)O (ethanol), C(C)(=O)OCC (ethyl acetate), Cl (HCl). Procedure details: Diethyl ethoxymethylenemalonate (10.1 mL, 50 mmole) and formamidine acetate (10.4 g, 100 mmole) were refluxed in ethanol (10 mL) for 24 hours. The reaction mixture was allowed to cool to room temperature overnight, and suspended in ethyl acetate (30 mL) and 1.0N HCl (20 mL). The suspension was filtered, and the filter cake was washed with 1.0N HCl, followed by water, then ethyl acetate, and air dried affording the title compound as an tan solid (3.33 g, 40% yield). Rf=0.21 (silica gel, 10% metha... Yield: 39.6%. The reactants are O1CCOCC1.Cl (dioxane HCl), C(=O)(OC(C)(C)C)N1C(N=CC(=C1)CN)C#N (N-Boc-5-aminomethyl-2-cyanopyrimidine), mobile phase A. Solvent: O1CCOCC1 (dioxane). Reaction conditions: time 3 hour. Product: Cl.NCC=1C=NC(=NC1)C#N (5-aminomethyl-2-cyanopyrimidine hydrochloride). Reaction SMILES: C([N:8]1[CH:13]=[C:12]([CH2:14][NH2:15])[CH:11]=[N:10][CH:9]1[C:16]#[N:17])(OC(C)(C)C)=O.O1CCOCC1.[ClH:24]>O1CCOCC1>[ClH:24].[NH2:15][CH2:14][C:12]1[CH:13]=[N:8][C:9]([C:16]#[N:17])=[N:10][CH:11]=1 |f:1.2,4.5|. Procedure details: 1 Eq. of N-Boc-5-aminomethyl-2-cyanopyrimidine was introduced into dioxane at RT and, after addition of dioxane/HCl (5M), stirred at RT for 3 h. After conversion of the precursor was complete (TLC check: mobile phase A), the reaction mixture was concentrated and poured into ether. The precipitated solid was filtered off with suction, again dissolved in MeOH and poured into ether. The product was filtered off with suction and dried under high vacuum to afford 89% of the theoretical yield of 5-ami... Starting materials: C(C)#N (acetonitrile), [I-].[Na+] (sodium iodide), C[Si](C)(C)Cl (trimethylsilyl chloride), O1C(OCC1)C=1C=C(C=CC1)C(O)C=1SC(=CC1)C ((3-[1,3]dioxolan-2-yl-phenyl)-(5-methyl-thiophen-2-yl)-methanol), C(C)#N (acetonitrile). Solvent: O (Water). Conditions: temperature -20 celsius. Product: CC1=CC=C(S1)CC=1C=C(C=O)C=CC1 (3-(5-Methyl-thiophen-2-ylmethyl)-benzaldehyde). Yield: 41.8%. Reaction SMILES: C(#N)C.[I-].[Na+].C[Si](Cl)(C)C.[O:11]1CCO[CH:12]1[C:16]1[CH:17]=[C:18]([CH:22]([C:24]2[S:25][C:26]([CH3:29])=[CH:27][CH:28]=2)O)[CH:19]=[CH:20][CH:21]=1>O>[CH3:29][C:26]1[S:25][C:24]([CH2:22][C:18]2[CH:17]=[C:16]([CH:21]=[CH:20][CH:19]=2)[CH:12]=[O:11])=[CH:28][CH:27]=1 |f:1.2|. Procedure: To a solution of acetonitrile (20 mL) and sodium iodide (2.9 g) was added trimethylsilyl chloride (2.1 g) at room temperature under stirring. The reaction solution thus obtained was cooled to −20° C., and (3-[1,3]dioxolan-2-yl-phenyl)-(5-methyl-thiophen-2-yl)-methanol (1.1 g) described in Manufacturing Example 52-1 and acetonitrile (5 mL) were added thereto under stirring. The reaction solution was returned to room temperature and stirred for 10 minutes. Water was added to the reaction solution,... Starting materials: CC(C)(C)c1ccc(OCC(=O)O)cn1, C1CCOC1, Cl, CS(=O)(=O)Nc1ccc(CN)cc1F. Yields the product CC(C)(C)c1ccc(OCC(=O)NCc2ccc(NS(C)(=O)=O)c(F)c2)cn1. As a reaction SMILES: [C:16]([CH3:17])([CH3:18])([CH3:19])[c:20]1[cH:21][cH:22][c:23]([O:26][CH2:27][C:28](=[O:29])[OH:30])[cH:24][n:25]1.[CH2:31]1[O:32][CH2:33][CH2:34][CH2:35]1.[ClH:1].[F:2][c:3]1[cH:4][c:5]([CH2:6][NH2:7])[cH:8][cH:9][c:10]1[NH:11][S:12](=[O:13])(=[O:14])[CH3:15]>>[F:2][c:3]1[cH:4][c:5]([CH2:6][NH:7][C:28]([CH2:27][O:26][c:23]2[cH:22][cH:21][c:20]([C:16]([CH3:17])([CH3:18])[CH3:19])[n:25][cH:24]2)=[O:29])[cH:8][cH:9][c:10]1[NH:11][S:12](=[O:13])(=[O:14])[CH3:15]. The reactants are CCCCO, CCOCC, O=C(Cl)OCCl, c1ccncc1. Yields the product CCCCOC(=O)OCCl. As a reaction SMILES: [CH2:1]([CH2:2][CH2:3][CH3:4])[OH:5].[CH3:18][CH2:19][O:20][CH2:21][CH3:22].[Cl:6][C:7](=[O:8])[O:9][CH2:10][Cl:11].[cH:12]1[cH:13][cH:14][n:15][cH:16][cH:17]1>>[CH2:1]([CH2:2][CH2:3][CH3:4])[O:5][C:7](=[O:8])[O:9][CH2:10][Cl:11].